From a dataset of the Open Reaction Database (ORD), a public repository of structured organic reaction records. describe an organic reaction: reactants, conditions, products, and yield Starting materials: C(C(=C)C)(=O)Cl (methacryloyl chloride), C(C(=C)C)(=O)Cl (methacryloyl chloride), O (water), N1=CC=CC=C1 (pyridine), C[Si](O[Si](CCCN)(O[Si](C)(C)C)O[Si](C)(C)C)(C)C (3-[tris(trimethylsiloxy)silyl]propylamine). Solvent: C(C)OCC (ethyl ether), C(C)OCC (ethyl ether). Reaction conditions: time 1 hour. Yields the product C[Si](O[Si](O[Si](C)(C)C)(O[Si](C)(C)C)CCCNC(C(=C)C)=O)(C)C (N-[tris(trimethylsiloxy)silyl]propylmethacrylamide). Reaction SMILES: [CH3:1][Si:2]([CH3:20])([CH3:19])[O:3][Si:4]([O:14][Si:15]([CH3:18])([CH3:17])[CH3:16])([O:9][Si:10]([CH3:13])([CH3:12])[CH3:11])[CH2:5][CH2:6][CH2:7][NH2:8].N1C=CC=CC=1.[C:27](Cl)(=[O:31])[C:28]([CH3:30])=[CH2:29].O>C(OCC)C>[CH3:11][Si:10]([CH3:13])([CH3:12])[O:9][Si:4]([CH2:5][CH2:6][CH2:7][NH:8][C:27](=[O:31])[C:28]([CH3:30])=[CH2:29])([O:3][Si:2]([CH3:19])([CH3:1])[CH3:20])[O:14][Si:15]([CH3:18])([CH3:17])[CH3:16]. Reported procedure: In 200 ml of ethyl ether was dissolved 36.6 g of the 3-[tris(trimethylsiloxy)silyl]propylamine obtained above, and the solution was added with 9.5 g of pyridine. The mixture was cooled in ice bath to 0°-5° C. Separately, 12.6 g of methacryloyl chloride was dissolved in 30 ml of ethyl ether. The methacryloyl chloride solution was placed in a separating funnel and dropped therefrom to the above mixture over about one hour. The mixture was continuously stirred for 16 hours. After the stirring, 200 ... The reactants are FC1=C(C(=CC2=N[O+](N=C21)[O-])C(=O)OC)NC2=C(C=CC=C2)C (methyl 7-fluoro-6-(2-methyl-phenylamino)-benzo[1,2,5]oxadiazole-5-carboxylate 2-oxide), [N-]=[N+]=[N-].[Na+] (sodium azide). Solvent: C(CO)O (ethylene glycol). Reaction conditions: temperature 145 celsius. The product is FC1=C(C(=CC2=NON=C21)C(=O)OC)NC2=C(C=CC=C2)C (methyl 7-fluoro-6-(2-methyl-phenylamino)-benzo[1,2,5]oxadiazole-5-carboxylate). As a reaction SMILES: [F:1][C:2]1[C:10]2[C:6](=[N:7][O+:8]([O-])[N:9]=2)[CH:5]=[C:4]([C:12]([O:14][CH3:15])=[O:13])[C:3]=1[NH:16][C:17]1[CH:22]=[CH:21][CH:20]=[CH:19][C:18]=1[CH3:23].[N-]=[N+]=[N-].[Na+]>C(O)CO>[F:1][C:2]1[C:10]2[C:6](=[N:7][O:8][N:9]=2)[CH:5]=[C:4]([C:12]([O:14][CH3:15])=[O:13])[C:3]=1[NH:16][C:17]1[CH:22]=[CH:21][CH:20]=[CH:19][C:18]=1[CH3:23] |f:1.2|. Reported procedure: A solution comprised of methyl 7-fluoro-6-(2-methyl-phenylamino)-benzo[1,2,5]oxadiazole-5-carboxylate 2-oxide and sodium azide (1.38 equiv.) in ethylene glycol is heated to 140-150° C. for 30 minutes to obtain, after column chromatography, the desired product. Reaction SMILES: [CH3:1][N:2]([CH3:12])[C:3]1[CH:11]=[CH:10][C:6]([C:7](Cl)=[O:8])=[CH:5][CH:4]=1.[OH:13][CH2:14][CH:15]1[CH2:19][O:18][C:17]([CH3:21])([CH3:20])[O:16]1.N1C=CC=CC=1>O>[CH3:1][N:2]([CH3:12])[C:3]1[CH:11]=[CH:10][C:6]([C:7]([O:13][CH2:14][CH:15]2[CH2:19][O:18][C:17]([CH3:21])([CH3:20])[O:16]2)=[O:8])=[CH:5][CH:4]=1. Starting materials: CN(C1=CC=C(C(=O)Cl)C=C1)C (4-Dimethylaminobenzoyl chloride), OCC1OC(OC1)(C)C (4-hydroxymethyl-2,2-dimethyl-1,3-dioxolane), N1=CC=CC=C1 (pyridine). Conditions: temperature 85 celsius, time 2 hour. Product: CN(C1=CC=C(C=C1)C(=O)OCC1OC(OC1)(C)C)C (4-(4-Dimethylaminophenylcarbonyloxymethyl)-2,2-dimethyl-1,3-dioxolane). Procedure: 4-Dimethylaminobenzoyl chloride (1.00 g, 5 mmol) is added in one portion to a mixture of 4-hydroxymethyl-2,2-dimethyl-1,3-dioxolane (1.19 g, 10 mmol) and abs. pyridine (20 ml), and the mixture is stirred at room temperature for 10 min. The mixture is subsequently stirred at 80-90° C. for 2 h. Water (50 ml) is added, the reaction mixture is extracted with dichloromethane (3×25 ml), and the combined organic extracts are dried over magnesium sulfate. The solvent is removed in vacuo, and the residue... Solvent: O (Water). Reactants: C(=O)C(C(=O)OC)CC=1C=NC=NC1 (methyl 2-formyl-3-(5-pyrimidinyl)propanoate), C(=O)([O-])[O-].[K+].[K+] (K2CO3), ClC1=C(C=C(C=C1)OC1=CC=C(C=C1)CCN(C(=N)N)C)C(F)(F)F (N-[2-(4-{[4-chloro-3-(trifluoromethyl)phenyl]oxy}phenyl)ethyl]-N-methylguanidine). The solvent is CN1CCCC1=O (NMP). Reaction conditions: temperature 200 celsius. Yields the product ClC1=C(C=C(C=C1)OC1=CC=C(C=C1)CCN(C=1NC=C(C(N1)=O)CC=1C=NC(=NC1)OC)C)C(F)(F)F (2-[[2-(4-{[4-Chloro-3-(trifluoromethyl)phenyl]oxy}phenyl)ethyl] (methyl)amino]-5-{[2-(methyloxy)-5-pyrimidinyl]methyl}-4(1H)-pyrimidinone). Isolated yield 25.9%. RXN SMILES: [CH:1]([CH:3]([CH2:8][C:9]1[CH:10]=[N:11][CH:12]=[N:13][CH:14]=1)[C:4]([O:6]C)=O)=O.[C:15]([O-:18])([O-])=O.[K+].[K+].[Cl:21][C:22]1[CH:27]=[CH:26][C:25]([O:28][C:29]2[CH:34]=[CH:33][C:32]([CH2:35][CH2:36][N:37]([CH3:41])[C:38]([NH2:40])=[NH:39])=[CH:31][CH:30]=2)=[CH:24][C:23]=1[C:42]([F:45])([F:44])[F:43]>CN1C(=O)CCC1>[Cl:21][C:22]1[CH:27]=[CH:26][C:25]([O:28][C:29]2[CH:34]=[CH:33][C:32]([CH2:35][CH2:36][N:37]([CH3:41])[C:38]3[NH:40][CH:1]=[C:3]([CH2:8][C:9]4[CH:10]=[N:11][C:12]([O:18][CH3:15])=[N:13][CH:14]=4)[C:4](=[O:6])[N:39]=3)=[CH:31][CH:30]=2)=[CH:24][C:23]=1[C:42]([F:43])([F:44])[F:45] |f:1.2.3|. Procedure details: To the mixture of methyl 2-formyl-3-(5-pyrimidinyl)propanoate (67.9 mg, 0.350 mmol) and K2CO3 (149 mg, 1.076 mmol) in NMP (2 mL) was added neat N-[2-(4-{[4-chloro-3-(trifluoromethyl)phenyl]oxy}phenyl)ethyl]-N-methylguanidine (100 mg, 0.269 mmol). The reaction mixture was heated with a microwave reactor at 200° C. for 3 h. Purification via MDAP then afforded the title compound as a white solid (38 mg, 22.4% yield). LCMS: rt=3.02 min, [M+H+]=516.0